From a dataset of the Open Reaction Database (ORD), a public repository of structured organic reaction records. describe an organic reaction: reactants, conditions, products, and yield The reactants are ClCCl, Cc1ccccc1, CN(C)C=O, CS(=O)(=O)c1ccc(C(CC2CCC(OC=O)C2)C(=O)O)cc1Cl, O=C(Cl)C(=O)Cl, Nc1cnccn1, C1CCOC1, c1ccncc1. Yields the product CS(=O)(=O)c1ccc(C(CC2CCC(OC=O)C2)C(=O)Nc2cnccn2)cc1Cl. As a reaction SMILES: [CH2:51]([Cl:52])[Cl:53].[CH3:44][c:45]1[cH:46][cH:47][cH:48][cH:49][cH:50]1.[CH3:59][N:60]([CH3:61])[CH:62]=[O:63].[Cl:1][c:2]1[cH:3][c:4]([CH:12]([C:13](=[O:14])[OH:15])[CH2:16][CH:17]2[CH2:18][CH:19]([O:22][CH:23]=[O:24])[CH2:20][CH2:21]2)[cH:5][cH:6][c:7]1[S:8](=[O:9])(=[O:10])[CH3:11].[Cl:25][C:26]([C:27]([Cl:28])=[O:29])=[O:30].[NH2:31][c:32]1[n:33][cH:34][cH:35][n:36][cH:37]1.[O:54]1[CH2:55][CH2:56][CH2:57][CH2:58]1.[cH:38]1[cH:39][cH:40][n:41][cH:42][cH:43]1>>[Cl:1][c:2]1[cH:3][c:4]([CH:12]([C:13](=[O:15])[NH:31][c:32]2[n:33][cH:34][cH:35][n:36][cH:37]2)[CH2:16][CH:17]2[CH2:18][CH:19]([O:22][CH:23]=[O:24])[CH2:20][CH2:21]2)[cH:5][cH:6][c:7]1[S:8](=[O:9])(=[O:10])[CH3:11].